This data is from the Open Reaction Database (ORD), a public repository of structured organic reaction records. The task is: describe an organic reaction: reactants, conditions, products, and yield The product is ClC1=C(C(=CC=C1)Cl)S(=O)(=O)NC(=O)N1N=C(CC1(C)C)C (1-(2,6-dichlorophenylsulphonylcarbamoyl)-3,5,5-trimethyl-2-pyrazoline). Procedure details: 11.2 g of the 3,5,5-trimethyl-2-pyrazoline obtained according to example I(b) are added dropwise while stirring, cooling in cold water and under a nitrogen blanket to a solution of 25.2 g of the 2,6-dichlorobenzenesulphonylisocyanate obtained according to example I(a) in 200 ml of dry toluene. After stirring at room temperature for two hours, the precipitate is sucked off and washed successively with dry toluene and petroleum ether (40-60). The desired 1-(2,6-dichlorophenylsulphonylcarbamoyl)-3,... As a reaction SMILES: [CH3:1][C:2]1[CH2:6][C:5]([CH3:8])([CH3:7])[NH:4][N:3]=1.[Cl:9][C:10]1[CH:15]=[CH:14][CH:13]=[C:12]([Cl:16])[C:11]=1[S:17]([N:20]=[C:21]=[O:22])(=[O:19])=[O:18]>O.C1(C)C=CC=CC=1>[Cl:9][C:10]1[CH:15]=[CH:14][CH:13]=[C:12]([Cl:16])[C:11]=1[S:17]([NH:20][C:21]([N:4]1[C:5]([CH3:8])([CH3:7])[CH2:6][C:2]([CH3:1])=[N:3]1)=[O:22])(=[O:18])=[O:19]. Reactants: ClC1=C(C(=CC=C1)Cl)S(=O)(=O)N=C=O (2,6-dichlorobenzenesulphonylisocyanate), CC1=NNC(C1)(C)C (3,5,5-trimethyl-2-pyrazoline). Run in O (water), C1(=CC=CC=C1)C (toluene).